From a dataset of the Open Reaction Database (ORD), a public repository of structured organic reaction records. describe an organic reaction: reactants, conditions, products, and yield Starting materials: C1(=CC=CC=C1)NNC(C1=CC(=C(C=C1)Cl)S(N)(=O)=O)=O (1-Phenyl-2-(3-sulfamoyl-4-chlorobenzoyl)-hydrazine), C(C#C)Br (propargyl bromide). Solvent: CN(C=O)C (dimethylformamide). Product: C1(=CC=CC=C1)N(NC(C1=CC(=C(C=C1)Cl)S(N)(=O)=O)=O)C#CC (1-phenyl-1-propynyl-2-(3-sulphamoyl-4-chlorobenzoyl)-hydrazine). RXN SMILES: [C:1]1([NH:7][NH:8][C:9](=[O:21])[C:10]2[CH:15]=[CH:14][C:13]([Cl:16])=[C:12]([S:17](=[O:20])(=[O:19])[NH2:18])[CH:11]=2)[CH:6]=[CH:5][CH:4]=[CH:3][CH:2]=1.[CH2:22](Br)[C:23]#[CH:24]>CN(C)C=O>[C:1]1([N:7]([C:22]#[C:23][CH3:24])[NH:8][C:9](=[O:21])[C:10]2[CH:15]=[CH:14][C:13]([Cl:16])=[C:12]([S:17](=[O:20])(=[O:19])[NH2:18])[CH:11]=2)[CH:2]=[CH:3][CH:4]=[CH:5][CH:6]=1. Reported procedure: 1-Phenyl-2-(3-sulfamoyl-4-chlorobenzoyl)-hydrazine 5 g (0.015 mol) was dissolved in dimethylformamide (20 ml). To this was added propargyl bromide 3.6 g (0.03 mol) and the mixture heated at 95°-100° C. for about 2 hours. The reaction mixture was concentrated under reduced pressure at about 40°-45° C. on a rotary evaporator. The concentrate was then diluted with approximately 2 volumes of isopropanol and added slowly to about 600 ml of vigorously stirred water. The precipitate was collected by fi... Starting materials: O[C@@H]([C@@H](OC1=CC=C(C=C1)B(O)O)C)CCC=1C=NC=CC1 ((1S,2R)-4-(2-Hydroxy-1-methyl-4-pyridin-3-ylbutoxy)benzeneboronic acid), BrC=1C=C(C=C(C1)C(F)(F)F)S(=O)(=O)N (3-Bromo-5-trifluoromethylbenzenesulfonamide), C([O-])([O-])=O.[Na+].[Na+] (sodium carbonate). The reagents and catalysts are C=1C=CC(=CC1)[P](C=2C=CC=CC2)(C=3C=CC=CC3)[Pd]([P](C=4C=CC=CC4)(C=5C=CC=CC5)C=6C=CC=CC6)([P](C=7C=CC=CC7)(C=8C=CC=CC8)C=9C=CC=CC9)[P](C=1C=CC=CC1)(C=1C=CC=CC1)C=1C=CC=CC1 (tetrakis(triphenylphosphine)palladium). Run in C(C)O (ethanol). Run at temperature 90 celsius. Product: O[C@@H]([C@@H](OC1=CC=C(C=C1)C1=CC(=CC(=C1)C(F)(F)F)S(=O)(=O)N)C)CCC=1C=NC=CC1 ((1S,2R)-4′-(2-Hydroxy-1-methyl-4-pyridin-3-yl-butoxy)-5-trifluoromethyl-biphenyl-3-sulfonic acid amide). Isolated yield 75.2%. Reaction SMILES: [OH:1][C@H:2]([CH2:15][CH2:16][C:17]1[CH:18]=[N:19][CH:20]=[CH:21][CH:22]=1)[C@H:3]([CH3:14])[O:4][C:5]1[CH:10]=[CH:9][C:8](B(O)O)=[CH:7][CH:6]=1.Br[C:24]1[CH:25]=[C:26]([S:34]([NH2:37])(=[O:36])=[O:35])[CH:27]=[C:28]([C:30]([F:33])([F:32])[F:31])[CH:29]=1.C(=O)([O-])[O-].[Na+].[Na+]>C(O)C.C1C=CC([P]([Pd]([P](C2C=CC=CC=2)(C2C=CC=CC=2)C2C=CC=CC=2)([P](C2C=CC=CC=2)(C2C=CC=CC=2)C2C=CC=CC=2)[P](C2C=CC=CC=2)(C2C=CC=CC=2)C2C=CC=CC=2)(C2C=CC=CC=2)C2C=CC=CC=2)=CC=1>[OH:1][C@H:2]([CH2:15][CH2:16][C:17]1[CH:18]=[N:19][CH:20]=[CH:21][CH:22]=1)[C@H:3]([CH3:14])[O:4][C:5]1[CH:10]=[CH:9][C:8]([C:24]2[CH:29]=[C:28]([C:30]([F:32])([F:33])[F:31])[CH:27]=[C:26]([S:34]([NH2:37])(=[O:36])=[O:35])[CH:25]=2)=[CH:7][CH:6]=1 |f:2.3.4,^1:50,52,71,90|. Reported procedure: Prepared according to the method described in Example 12b) from (1S,2R)-4-(2-hydroxy-1-methyl-4-pyridin-3-ylbutoxy)benzeneboronic acid (0.20 g, Example 33), 3-bromo-5-trifluoromethylbenzosulphonamide (0.40 g, Example 74), 2M aqueous sodium carbonate (0.76 ml) and tetrakis(triphenylphosphine)palladium (0) (0.019 g) in ethanol (5 ml) with heating at 90° C. for 4 hours. After work up, the residue was purified by normal-phase HPLC eluting with a gradient of 0-10% ethanol in dichloromethane to give t... Reactants: C(C)OC(CC1=C(N(C2=CC=C(C=C12)OC)CC1=C(C=CC=C1)C1=CC=CC=C1)C)=O (1-([1,1-biphenyl]-2-ylmethyl)-5-methoxy-2-methyl-1H-indole-3-acetic acid ethyl ester), NN (hydrazine), O (water). The solvent is C(C)O (ethanol). Yields the product C1(=C(C=CC=C1)CN1C(=C(C2=CC(=CC=C12)OC)CC(=O)NN)C)C1=CC=CC=C1 (1-([1,1′-biphenyl]-2-ylmethyl)-5-methoxy-2-methyl-1H-indole-3-acetic acid hydrazide). RXN SMILES: C([O:3][C:4](=O)[CH2:5][C:6]1[C:14]2[C:9](=[CH:10][CH:11]=[C:12]([O:15][CH3:16])[CH:13]=2)[N:8]([CH2:17][C:18]2[CH:23]=[CH:22][CH:21]=[CH:20][C:19]=2[C:24]2[CH:29]=[CH:28][CH:27]=[CH:26][CH:25]=2)[C:7]=1[CH3:30])C.[NH2:32][NH2:33].O>C(O)C>[C:19]1([C:24]2[CH:29]=[CH:28][CH:27]=[CH:26][CH:25]=2)[CH:20]=[CH:21][CH:22]=[CH:23][C:18]=1[CH2:17][N:8]1[C:9]2[C:14](=[CH:13][C:12]([O:15][CH3:16])=[CH:11][CH:10]=2)[C:6]([CH2:5][C:4]([NH:32][NH2:33])=[O:3])=[C:7]1[CH3:30]. Procedure: A mixture of 1.18 g (2.86 mmol) of 1-([1,1-biphenyl]-2-ylmethyl)-5-methoxy-2-methyl-1H-indole-3-acetic acid ethyl ester and 3 mL of hydrazine in 20 mL of ethanol was heated to maintain reflux for 16 hours. After cooling, water was added and the mixture was extracted with ethyl acetate. The ethyl acetate solution was washed with brine, dried (MgSO4), and concentrated to give 1.02 g of 1-([1,1′-biphenyl]-2-ylmethyl)-5-methoxy-2-methyl-1H-indole-3-acetic acid hydrazide. A mixture of 576 mg (1.44 mm...